This data is from the Open Reaction Database (ORD), a public repository of structured organic reaction records. The task is: describe an organic reaction: reactants, conditions, products, and yield Starting materials: CC(C)(C)[O-], COC[P+](c1ccccc1)(c1ccccc1)c1ccccc1, CCCCCC, [Cl-], [K+], C1CCOC1, O=Cc1ccccn1. The product is COC=Cc1ccccn1. As a reaction SMILES: [CH3:24][C:25]([CH3:26])([O-:27])[CH3:28].[CH3:2][O:3][CH2:4][P+:5]([c:6]1[cH:7][cH:8][cH:9][cH:10][cH:11]1)([c:12]1[cH:13][cH:14][cH:15][cH:16][cH:17]1)[c:18]1[cH:19][cH:20][cH:21][cH:22][cH:23]1.[CH3:38][CH2:39][CH2:40][CH2:41][CH2:42][CH3:43].[Cl-:1].[K+:29].[O:44]1[CH2:45][CH2:46][CH2:47][CH2:48]1.[n:30]1[c:31]([CH:36]=[O:37])[cH:32][cH:33][cH:34][cH:35]1>>[CH3:2][O:3][CH:4]=[CH:36][c:31]1[n:30][cH:35][cH:34][cH:33][cH:32]1. Starting materials: NC(=O)c1cc(Br)cc2c(C3CCS(=O)(=O)C3)c[nH]c12, O=C([O-])[O-], [K+], [K+], C1COCCO1, O, OB(O)c1ccco1. Product: NC(=O)c1cc(-c2ccco2)cc2c(C3CCS(=O)(=O)C3)c[nH]c12. As a reaction SMILES: [Br:1][c:2]1[cH:3][c:4]2[c:5]([CH:14]3[CH2:15][S:16](=[O:19])(=[O:20])[CH2:17][CH2:18]3)[cH:6][nH:7][c:8]2[c:9]([C:11](=[O:12])[NH2:13])[cH:10]1.[C:29](=[O:30])([O-:31])[O-:32].[K+:33].[K+:34].[O:36]1[CH2:37][CH2:38][O:39][CH2:40][CH2:41]1.[OH2:35].[o:21]1[c:22]([B:26]([OH:27])[OH:28])[cH:23][cH:24][cH:25]1>>[c:2]1(-[c:22]2[o:21][cH:25][cH:24][cH:23]2)[cH:3][c:4]2[c:5]([CH:14]3[CH2:15][S:16](=[O:19])(=[O:20])[CH2:17][CH2:18]3)[cH:6][nH:7][c:8]2[c:9]([C:11](=[O:12])[NH2:13])[cH:10]1. Reactants: C(C)(C)(C)OC(N[C@@H](C)C1=NC2=C(N1CC)C(=C(C=C2)F)C2=NC=CC=C2)=O ([(S)-1-(1-Ethyl-6-fluoro-7-pyridin-2-yl-1H-benzoimidazol-2-yl)ethyl]-carbamic acid tert-butyl ester), C(=O)(C(F)(F)F)O (TFA), resultant solution. Solvent: C(Cl)Cl (DCM). Product: C(C)N1C(=NC2=C1C(=C(C=C2)F)C2=NC=CC=C2)[C@H](C)N ((S)-1-(1-Ethyl-6-fluoro-7-pyridin-2-yl-1H-benzoimidazol-2-yl)ethylamine). Isolated yield 86.9%. As a reaction SMILES: C(OC(=O)[NH:7][C@H:8]([C:10]1[N:14]([CH2:15][CH3:16])[C:13]2[C:17]([C:22]3[CH:27]=[CH:26][CH:25]=[CH:24][N:23]=3)=[C:18]([F:21])[CH:19]=[CH:20][C:12]=2[N:11]=1)[CH3:9])(C)(C)C.C(O)(C(F)(F)F)=O>C(Cl)Cl>[CH2:15]([N:14]1[C:13]2[C:17]([C:22]3[CH:27]=[CH:26][CH:25]=[CH:24][N:23]=3)=[C:18]([F:21])[CH:19]=[CH:20][C:12]=2[N:11]=[C:10]1[C@@H:8]([NH2:7])[CH3:9])[CH3:16]. Procedure: [(S)-1-(1-Ethyl-6-fluoro-7-pyridin-2-yl-1H-benzoimidazol-2-yl)ethyl]-carbamic acid tert-butyl ester (0.65 g, 1.7 mmol) was added to 20% TFA in DCM (10 mL) and the resultant solution stirred at 20° C. for 1 hour. The reaction mixture was concentrated in vacuo and the residue loaded onto an Isolute® SCX-2 cartridge which was washed with MeOH and the product eluted with 2M NH3/MeOH then concentrated in vacuo to give title compound as a light yellow gum (0.42 g, 88%). LCMS (Method B): RT 1.65 min [M...